From a dataset of the Open Reaction Database (ORD), a public repository of structured organic reaction records. describe an organic reaction: reactants, conditions, products, and yield Reactants: O=C([O-])[O-], COCCOC, CC(c1c(Cl)ccc(F)c1Cl)c1c[nH]c2ncc(B3OC(C)(C)C(C)(C)O3)cc12, Cn1cnc(I)c1, [K+], [K+], O, Cl[Pd]Cl. The product is CC(c1c(Cl)ccc(F)c1Cl)c1c[nH]c2ncc(-c3cn(C)cn3)cc12. As a reaction SMILES: [C:37](=[O:38])([O-:39])[O-:40].[CH3:43][O:44][CH2:45][CH2:46][O:47][CH3:48].[Cl:1][c:2]1[c:3]([CH:10]([CH3:11])[c:12]2[cH:13][nH:14][c:15]3[n:16][cH:17][c:18]([B:21]4[O:22][C:23]([CH3:24])([CH3:25])[C:26]([CH3:27])([CH3:28])[O:29]4)[cH:19][c:20]23)[c:4]([Cl:9])[cH:5][cH:6][c:7]1[F:8].[I:30][c:31]1[n:32][cH:33][n:34]([CH3:36])[cH:35]1.[K+:41].[K+:42].[OH2:49].[Pd:50]([Cl:51])[Cl:52]>>[Cl:1][c:2]1[c:3]([CH:10]([CH3:11])[c:12]2[cH:13][nH:14][c:15]3[n:16][cH:17][c:18](-[c:31]4[n:32][cH:33][n:34]([CH3:36])[cH:35]4)[cH:19][c:20]23)[c:4]([Cl:9])[cH:5][cH:6][c:7]1[F:8]. Reactants: CC1=CC=C(C=C1)C(=O)C(=O)C1=CC=C(C=C1)C (4,4′-dimethylbenzil), S(C)(=O)(=O)O.S(C)(=O)(=O)O.NNC(=N)N (aminoguanidine bismesylate). Solvent: C(C)O (ethanol). Product: NC=1N=NC(=C(N1)C1=CC=C(C=C1)C)C1=CC=C(C=C1)C (3-Amino-5,6-bis(4-methylphenyl)-1,2,4-triazine). As a reaction SMILES: [CH3:1][C:2]1[CH:7]=[CH:6][C:5]([C:8]([C:10]([C:12]2[CH:17]=[CH:16][C:15]([CH3:18])=[CH:14][CH:13]=2)=O)=O)=[CH:4][CH:3]=1.S(O)(=O)(=O)C.S(O)(=O)(=O)C.[NH2:29][NH:30][C:31]([NH2:33])=[NH:32]>C(O)C>[NH2:33][C:31]1[N:30]=[N:29][C:10]([C:12]2[CH:17]=[CH:16][C:15]([CH3:18])=[CH:14][CH:13]=2)=[C:8]([C:5]2[CH:6]=[CH:7][C:2]([CH3:1])=[CH:3][CH:4]=2)[N:32]=1 |f:1.2.3|. Reported procedure: A stirred mixture of 4,4′-dimethylbenzil (2.38 g; 0.01 mol), aminoguanidine bismesylate (3.33 g; 0.0125 mol) and ethanol (10 cm3) was heated under reflux until no starting material remained (4 hrs) when a cream solid was deposited. The mixture was evaporated to half volume and basified with 880 ammonia+water (1:1; 4 cm3). On standing, bight yellow prisms were deposited. The product was filtered off, washed with ethanol+water (1:1) and dried in vacuo at 450. Starting materials: CC(C)CCCCBr, CN(C)C=O, [H-], CC(C)(C)C(=O)Nc1ccc(-c2cc(=O)c3c(N)c(F)cc(F)c3o2)cc1F, [Na+], O. The product is CC(C)CCCCNc1c(F)cc(F)c2oc(-c3ccc(NC(=O)C(C)(C)C)c(F)c3)cc(=O)c12. Reaction SMILES: [Br:29][CH2:30][CH2:31][CH2:32][CH2:33][CH:34]([CH3:35])[CH3:36].[CH3:40][N:41]([CH3:42])[CH:43]=[O:44].[H-:37].[NH2:1][c:2]1[c:3]([F:28])[cH:4][c:5]([F:27])[c:6]2[c:7]1[c:8](=[O:26])[cH:9][c:10](-[c:12]1[cH:13][c:14]([F:25])[c:15]([NH:18][C:19]([C:20]([CH3:21])([CH3:22])[CH3:23])=[O:24])[cH:16][cH:17]1)[o:11]2.[Na+:38].[OH2:39]>>[NH:1]([c:2]1[c:3]([F:28])[cH:4][c:5]([F:27])[c:6]2[c:7]1[c:8](=[O:26])[cH:9][c:10](-[c:12]1[cH:13][c:14]([F:25])[c:15]([NH:18][C:19]([C:20]([CH3:21])([CH3:22])[CH3:23])=[O:24])[cH:16][cH:17]1)[o:11]2)[CH2:30][CH2:31][CH2:32][CH2:33][CH:34]([CH3:35])[CH3:36]. The reactants are O=C([O-])[O-], [Cs+], [Cs+], O=[N+]([O-])c1ccc(F)cc1O, CI, CN(C)C=O, O. Yields the product COc1cc(F)ccc1[N+](=O)[O-]. As a reaction SMILES: [C:14](=[O:15])([O-:16])[O-:17].[Cs+:18].[Cs+:19].[F:1][c:2]1[cH:3][cH:4][c:5]([N+:9](=[O:10])[O-:11])[c:6]([OH:8])[cH:7]1.[I:12][CH3:13].[O:21]=[CH:22][N:23]([CH3:24])[CH3:25].[OH2:20]>>[F:1][c:2]1[cH:3][cH:4][c:5]([N+:9](=[O:10])[O-:11])[c:6]([O:8][CH3:14])[cH:7]1.